From a dataset of the Open Reaction Database (ORD), a public repository of structured organic reaction records. describe an organic reaction: reactants, conditions, products, and yield Starting materials: ClC1=CN=C(S1)N=C=O (5-Chlorothiazol-2-yl isocyanate), C1=CC=CC=C1 (benzene), dimethyl acetal, C(C)NCC=O (2-ethylaminoacetaldehyde). The solvent is C(C)O.O (ethanol water). Conditions: time 1 hour. Product: dimethyl acetal, C(C)N(C(=O)NC=1SC(=CN1)Cl)CC=O (2-[1-ethyl-3-(5-chlorothiazol-2-yl)ureido]acetaldehyde). Reaction SMILES: [Cl:1][C:2]1[S:6][C:5]([N:7]=[C:8]=[O:9])=[N:4][CH:3]=1.C1C=CC=CC=1.[CH2:16]([NH:18][CH2:19][CH:20]=[O:21])[CH3:17]>C(O)C.O>[CH2:16]([N:18]([CH2:19][CH:20]=[O:21])[C:8]([NH:7][C:5]1[S:6][C:2]([Cl:1])=[CH:3][N:4]=1)=[O:9])[CH3:17] |f:3.4|. Procedure details: 5-Chlorothiazol-2-yl isocyanate dimer (17.0 grams), benzene (70 ml) and the dimethyl acetal of 2-ethylaminoacetaldehyde (13.5 grams) are charged into a glass reaction vessel equipped with a mechanical stirrer and thermometer. The reaction mixture is then stirred at room temperature for a period of about one hour. After this time the reaction mixture is filtered, and the filtrate is stripped of solvent under reduced pressure, leaving an oil. This oil is dissolved in an ethanol-water mixture, and ... Starting materials: S(=S)(=O)([O-])[O-].[Na+].[Na+] (sodium thiosulphate), ClC=1C=CC2=C(CCO2)C1 (5-chloro-2,3-dihydrobenzofuran), BrBr (bromine). As a reaction SMILES: [Cl:1][C:2]1[CH:3]=[CH:4][C:5]2[O:9][CH2:8][CH2:7][C:6]=2[CH:10]=1.[Br:11]Br.S([O-])([O-])(=O)=S.[Na+].[Na+]>C(O)(=O)C>[Cl:1][C:2]1[CH:3]=[C:4]([Br:11])[C:5]2[O:9][CH2:8][CH2:7][C:6]=2[CH:10]=1 |f:2.3.4|. The solvent is C(C)(=O)O (acetic acid), C(C)(=O)O (acetic acid). The product is ClC=1C=C(C2=C(CCO2)C1)Br (5-chloro-7-bromo-2,3-dihydrobenzofuran). Reaction conditions: time 4.5 hour. The yield is 91.5%. Procedure details: To a stirred solution of (33) (1.84 g, 11.93 mmol) in acetic acid (10 ml) at 0° C., was slowly added a solution of bromine (1.24 ml, 24 mmol) in acetic acid (5 ml). The reaction mixture was stirred at room temperature for 4.5 h. A 10% sodium thiosulphate solution (70 ml) was added and the mixture stirred for 10 min. The bulk of the solvent was evaporated in vacuo. The resulting oil was dissolved in ether (50 ml), washed with water (20 ml), saturated NaHCO2 (2×15 ml), brine (1×15 ml), dried Na2SO... Reaction SMILES: [O:1]=[C:2]([CH2:24][CH3:25])[CH2:3][C:4]([NH:6][C@@H:7]1[C:22](=[O:23])[N:9]2[C:10]([C:19]([OH:21])=[O:20])=[C:11]([CH2:14][O:15][C:16](=[O:18])[CH3:17])[CH2:12][S:13][C@H:8]12)=[O:5].C(O)(=O)C.[N:30]([O-])=[O:31].[Na+]>O>[OH:31][N:30]=[C:3]([C:2](=[O:1])[CH2:24][CH3:25])[C:4]([NH:6][C@@H:7]1[C:22](=[O:23])[N:9]2[C:10]([C:19]([OH:21])=[O:20])=[C:11]([CH2:14][O:15][C:16](=[O:18])[CH3:17])[CH2:12][S:13][C@H:8]12)=[O:5] |f:2.3|. Run in O (water). Procedure: To a solution of 6 g. of benzhydryl ester of 7β-(3-oxovaleramido)-3-acetoxymethylceph-3-em-4-carboxylic acid in 20 ml. of glacial acetic acid are added dropwise 1.54 g. of sodium nitrite dissolved in 15 ml. of water, and the mixture is stirred for 2 hours at ambient temperature. The mixture is then diluted with 500 ml. of ethyl acetate and washed 3 times with 100 ml. of an aqueous saturated sodium chloride solution. The organic phase is made anhydrous and evaporated to dryness and the residue is... The product is benzhydryl ester, ON=C(C(=O)N[C@H]1[C@@H]2N(C(=C(CS2)COC(C)=O)C(=O)O)C1=O)C(CC)=O (7β-(2-hydroxyimino-3-oxovaleramido)-3-acetoxymethylceph-3-em-4-carboxylic acid). Reactants: C(C)(=O)O (acetic acid), N(=O)[O-].[Na+] (sodium nitrite), benzhydryl ester, O=C(CC(=O)N[C@H]1[C@@H]2N(C(=C(CS2)COC(C)=O)C(=O)O)C1=O)CC (7β-(3-oxovaleramido)-3-acetoxymethylceph-3-em-4-carboxylic acid). Starting materials: C(=O)(OCC)N1CCC(CC1)N1C(NC2=C1C=CC(=C2)Cl)=O (1-carbethoxy-4-(5-chlorobenzimidazol-2-on-1-yl)-piperidine), [OH-].[Na+] (sodium hydroxide), [Cl-].[NH4+] (ammonium chloride). Solvent: O (water). The product is ClC1=CC2=C(N(C(N2)=O)C2CCNCC2)C=C1 (4-(5-Chlorobenzimidazol-2-on-1-yl)-piperidine). RXN SMILES: C([N:6]1[CH2:11][CH2:10][CH:9]([N:12]2[C:16]3[CH:17]=[CH:18][C:19]([Cl:21])=[CH:20][C:15]=3[NH:14][C:13]2=[O:22])[CH2:8][CH2:7]1)(OCC)=O.[OH-].[Na+].[Cl-].[NH4+]>O>[Cl:21][C:19]1[CH:18]=[CH:17][C:16]2[N:12]([CH:9]3[CH2:8][CH2:7][NH:6][CH2:11][CH2:10]3)[C:13](=[O:22])[NH:14][C:15]=2[CH:20]=1 |f:1.2,3.4|. Procedure details: A mixture of 22.3 g of 1-carbethoxy-4-(5-chlorobenzimidazol-2-on-1-yl)-piperidine, 13 g of 50% strength sodium hydroxide solution and 90 ml of water was boiled under reflux for 24 hours. After the mixture had been cooled, the solution was stirred with 8.5 g of ammonium chloride for 30 minutes and extracted with chloroform, and the undissolved material was filtered off and discarded. The chloroform solution was dried and evaporated. The product crystallized, and has a melting point of 220° C. Starting materials: CO, COC(=O)c1ccc(-c2noc(C)n2)s1, Cl, [Na+], [OH-], O. Product: Cc1nc(-c2ccc(C(=O)O)s2)no1. RXN SMILES: [CH3:19][OH:20].[CH3:1][c:2]1[n:3][c:4](-[c:7]2[cH:8][cH:9][c:10]([C:12](=[O:13])[O:14][CH3:15])[s:11]2)[n:5][o:6]1.[ClH:16].[Na+:18].[OH-:17].[OH2:21]>>[CH3:1][c:2]1[n:3][c:4](-[c:7]2[cH:8][cH:9][c:10]([C:12](=[O:13])[OH:14])[s:11]2)[n:5][o:6]1. Starting materials: Cl (hydrochloric acid), Br.NCCBr (2-Aminoethyl bromide hydrobromide), C([O-])([O-])=O.[K+].[K+] (potassium carbonate), FC1=C(C=C(C(=C1)Cl)OC1CCCC1)N1C(C2=CC(C1=O)CCC2)=O (N-(2-fluoro-4-chloro-5-cyclopentyloxyphenyl)-3,4,5,6-tetrahydroisophthalimide). Run in C(C)#N (acetonitrile). Run at time 30 minute. Product: FC1=C(C=C(C(=C1)Cl)OC1CCCC1)NC(C1=C(C(=O)NCCBr)CCCC1)=O (N-(2-fluoro-4-chloro-5-cyclopentyloxyphenyl)-N'-(2-bromoethyl)-3,4,5,6-tetrahydrophthalamide). Yield: 165.9%. Reaction SMILES: Br.[NH2:2][CH2:3][CH2:4][Br:5].[C:6](=O)([O-])[O-:7].[K+].[K+].[F:12][C:13]1[CH:18]=[C:17]([Cl:19])[C:16]([O:20][CH:21]2[CH2:25][CH2:24][CH2:23][CH2:22]2)=[CH:15][C:14]=1[N:26]1C(=O)[CH:30]2[CH2:33][CH2:34][CH2:35][C:28](=[CH:29]2)[C:27]1=[O:36].Cl>C(#N)C>[F:12][C:13]1[CH:18]=[C:17]([Cl:19])[C:16]([O:20][CH:21]2[CH2:22][CH2:23][CH2:24][CH2:25]2)=[CH:15][C:14]=1[NH:26][C:27](=[O:36])[C:28]1[CH2:35][CH2:34][CH2:33][CH2:30][C:29]=1[C:6]([NH:2][CH2:3][CH2:4][Br:5])=[O:7] |f:0.1,2.3.4|. Procedure: 2-Aminoethyl bromide hydrobromide (0.280 g, 1.37 mmol) and potassium carbonate (0.110 g, 0.796 mmol) were placed into a round bottom flask (25 cc), followed by stirring at room temperature in an acetonitrile solvent until the generation of gas ceased. Then, N-(2-fluoro-4-chloro-5-cyclopentyloxyphenyl)-3,4,5,6-tetrahydroisophthalimide (0.500 g, 1.37 mmol) was added thereto, followed by stirring for 30 minutes at room temperature. After completion of the reaction, the reaction mixture was poured i... The reactants are Cc1cc(Br)cnc1CCCCN, CSc1ncc(Cc2ccc(O)cc2)c(=O)[nH]1, c1ccncc1. Product: Cc1cc(Br)cnc1CCCCNc1ncc(Cc2ccc(O)cc2)c(=O)[nH]1. RXN SMILES: [Br:1][c:2]1[cH:3][c:4]([CH3:13])[c:5]([CH2:8][CH2:9][CH2:10][CH2:11][NH2:12])[n:6][cH:7]1.[OH:14][c:15]1[cH:16][cH:17][c:18]([CH2:19][c:20]2[c:21](=[O:28])[nH:22][c:23]([S:26][CH3:27])[n:24][cH:25]2)[cH:29][cH:30]1.[cH:31]1[cH:32][cH:33][n:34][cH:35][cH:36]1>>[Br:1][c:2]1[cH:3][c:4]([CH3:13])[c:5]([CH2:8][CH2:9][CH2:10][CH2:11][NH:12][c:23]2[nH:22][c:21](=[O:28])[c:20]([CH2:19][c:18]3[cH:17][cH:16][c:15]([OH:14])[cH:30][cH:29]3)[cH:25][n:24]2)[n:6][cH:7]1.